Dataset: the Open Reaction Database (ORD), a public repository of structured organic reaction records. Task: describe an organic reaction: reactants, conditions, products, and yield The reactants are C(C)(=O)C1=C(C(=O)OC)C=CC=N1 (methyl 2-acetylnicotinate), Heterocycles, pyridinium bromide perbromide. The solvent is Br (HBr), C(C)(=O)O (acetic acid), C(C)(=O)O (acetic acid). Reaction conditions: time 5 hour. The product is [Br-].BrCC(=O)C1=[NH+]C=CC=C1C(=O)OC (2-(2-Bromoacetyl)-3-(methoxycarbonyl)pyridinium bromide). Yield: 157.6%. Reaction SMILES: [C:1]([C:4]1[N:13]=[CH:12][CH:11]=[CH:10][C:5]=1[C:6]([O:8][CH3:9])=[O:7])(=[O:3])[CH3:2].C1C=C[NH+]=CC=1.[Br:20][Br-]Br>Br.C(O)(=O)C>[Br-:20].[Br:20][CH2:2][C:1]([C:4]1[C:5]([C:6]([O:8][CH3:9])=[O:7])=[CH:10][CH:11]=[CH:12][NH+:13]=1)=[O:3] |f:1.2,5.6|. Reported procedure: To a solution of methyl 2-acetylnicotinate (750 mg, 4.19 mmol)—prepared according to H. Nagano et al.; Heterocycles 1987, 26, 1263-1270—in 2 ml of 33% HBr in acetic acid a suspension of pyridinium bromide perbromide (1.4 g, 4.38 mmol) in 5 ml of acetic acid was added, and stirred for 5 hours at room temperature. The precipitate formed was filtered off under suction, washed with n-pentane and dried to give 1.17 g of the title compound.